Dataset: the Open Reaction Database (ORD), a public repository of structured organic reaction records. Task: describe an organic reaction: reactants, conditions, products, and yield Reactants: El 277, ClC1=CC=C(C=C1)N=C=O (4-chlorophenyl isocyanate), C1(=CC=CC=C1)NN (phenylhydrazine). The solvent is C1CCOC1 (THF), C1CCOC1 (THF). Yields the product ClC1=CC=C(C=C1)NC(=O)NNC1=CC=CC=C1 (N-(4-chlorophenylaminocarbonyl)-N′-phenylhydrazine). The yield is 105.5%. Reaction SMILES: [Cl:1][C:2]1[CH:7]=[CH:6][C:5]([N:8]=[C:9]=[O:10])=[CH:4][CH:3]=1.[C:11]1([NH:17][NH2:18])[CH:16]=[CH:15][CH:14]=[CH:13][CH:12]=1>C1COCC1>[Cl:1][C:2]1[CH:7]=[CH:6][C:5]([NH:8][C:9]([NH:18][NH:17][C:11]2[CH:16]=[CH:15][CH:14]=[CH:13][CH:12]=2)=[O:10])=[CH:4][CH:3]=1. Reported procedure: 1.1 A solution of 15.35 g of 4-chlorophenyl isocyanate in 50 ml of THF is added to a solution of 9.83 g of phenylhydrazine in 100 ml of THF under a nitrogen atmosphere, and the mixture is refluxed for 2 hours. Conventional work-up gives 25.1 g of N-(4-chlorophenylaminocarbonyl)-N′-phenylhydrazine(“AA”), El 277, m.p. 187-189. The reactants are 3,5,6,7-Tetrahydro-s-Hydrindacen-1(2H), C1(=CC=CC=C1)[Mg]Br (PhMgBr), C(C)OCC (diethylether). Reaction conditions: time 8 hour. Product: C=C.C=CC1=CC=CC=C1 (ETHYLENE/STYRENE). The yield is 90.3%. As a reaction SMILES: [C:1]1([Mg]Br)[CH:6]=[CH:5][CH:4]=[CH:3][CH:2]=1.[CH2:9](OCC)[CH3:10]>>[CH2:1]=[CH2:2].[CH2:9]=[CH:10][C:1]1[CH:6]=[CH:5][CH:4]=[CH:3][CH:2]=1 |f:2.3|. Reported procedure: 3,5,6,7-Tetrahydro-s-Hydrindacen-1(2H)-one (12.00 g, 0.06967 moles) was stirred in diethylether (200 mL) at 0° C. as PhMgBr (0.105 moles, 35.00 mL of 3.0 M solution in diethylether) was added slowly. This mixture was then allowed to stir overnight at room temperature. After the reaction period the mixture was quenched by pouring over ice. The mixture was then acidified (pH=1) with HCl and stirred vigorously for 2 hours. The organic layer was then separated and washed with H2O (2×100 mL) and then... Product: CC(Cc1c[nH]c2ccccc12)NC(=O)Oc1ccccc1. RXN SMILES: [Cl:30][CH2:31][Cl:32].[c:1]1([O:7][C:8](=[O:9])[Cl:10])[cH:2][cH:3][cH:4][cH:5][cH:6]1.[cH:11]1[cH:12][cH:13][n:14][cH:15][cH:16]1.[nH:17]1[cH:18][c:19]([CH2:26][CH:27]([CH3:28])[NH2:29])[c:20]2[cH:21][cH:22][cH:23][cH:24][c:25]12>>[c:1]1([O:7][C:8](=[O:9])[NH:29][CH:27]([CH2:26][c:19]2[cH:18][nH:17][c:25]3[c:20]2[cH:21][cH:22][cH:23][cH:24]3)[CH3:28])[cH:2][cH:3][cH:4][cH:5][cH:6]1. Starting materials: ClCCl, O=C(Cl)Oc1ccccc1, c1ccncc1, CC(N)Cc1c[nH]c2ccccc12.